From a dataset of the Open Reaction Database (ORD), a public repository of structured organic reaction records. describe an organic reaction: reactants, conditions, products, and yield Reactants: residue, ClC=1N=C(C2=C(N1)C(=C(S2)I)C)N2CCOCC2 (2-chloro-6-iodo-7-methyl-4-morpholinothieno[3,2-d]pyrimidine), CS(=O)(=O)C=1C=C(C=CC1)B(O)O (3-(methylsulfonyl)phenylboronic acid), CC1(OB(OC1(C)C)C1=C2C=NNC2=CC=C1)C (4-(4,4,5,5-tetramethyl-[1,3,2]dioxaborolan-2-yl)-1H-indazole). Reagents/catalysts: Cl[Pd]([P](C1=CC=CC=C1)(C2=CC=CC=C2)C3=CC=CC=C3)([P](C4=CC=CC=C4)(C5=CC=CC=C5)C6=CC=CC=C6)Cl (bis(triphenylphosphine)palladium(II) dichloride), Cl[Pd]([P](C1=CC=CC=C1)(C2=CC=CC=C2)C3=CC=CC=C3)([P](C4=CC=CC=C4)(C5=CC=CC=C5)C6=CC=CC=C6)Cl (bis(triphenylphosphine)palladium(II) dichloride). Run in C(=O)([O-])[O-].[Na+].[Na+] (Na2CO3), C(=O)([O-])[O-].[Na+].[Na+] (Na2CO3), C(C)#N (acetonitrile), CC#N (CH3CN). Run at temperature 150 celsius. Yields the product N1N=CC2=C(C=CC=C12)C=1N=C(C2=C(N1)C(=C(S2)C2=CC(=CC=C2)S(=O)(=O)C)C)N2CCOCC2 (2-(1H-indazol-4-yl)-7-methyl-6-(3-(methylsulfonyl)phenyl)-4-morpholinothieno[3,2-d]pyrimidine). RXN SMILES: Cl[C:2]1[N:3]=[C:4]([N:13]2[CH2:18][CH2:17][O:16][CH2:15][CH2:14]2)[C:5]2[S:10][C:9](I)=[C:8]([CH3:12])[C:6]=2[N:7]=1.[CH3:19][S:20]([C:23]1[CH:24]=[C:25](B(O)O)[CH:26]=[CH:27][CH:28]=1)(=[O:22])=[O:21].CC1(C)C(C)(C)OB([C:40]2[CH:48]=[CH:47][CH:46]=[C:45]3[C:41]=2[CH:42]=[N:43][NH:44]3)O1>C([O-])([O-])=O.[Na+].[Na+].C(#N)C.Cl[Pd](Cl)([P](C1C=CC=CC=1)(C1C=CC=CC=1)C1C=CC=CC=1)[P](C1C=CC=CC=1)(C1C=CC=CC=1)C1C=CC=CC=1>[NH:44]1[C:45]2[C:41](=[C:40]([C:2]3[N:3]=[C:4]([N:13]4[CH2:18][CH2:17][O:16][CH2:15][CH2:14]4)[C:5]4[S:10][C:9]([C:27]5[CH:26]=[CH:25][CH:24]=[C:23]([S:20]([CH3:19])(=[O:22])=[O:21])[CH:28]=5)=[C:8]([CH3:12])[C:6]=4[N:7]=3)[CH:48]=[CH:47][CH:46]=2)[CH:42]=[N:43]1 |f:3.4.5,^1:61,80|. Procedure details: 2-Chloro-6-iodo-7-methyl-4-morpholinothieno[3,2-d]pyrimidine from Example 12 (0.6 g, 1.5 mmol), 3-(methylsulfonyl)phenylboronic acid (0.3 g, 1.5 mmol), and bis(triphenylphosphine)palladium(II) dichloride (53 mg, 80 μmol) in 1 M aqueous Na2CO3 (3 mL) and acetonitrile (3 mL) were heated to 100° C. in a sealed microwave reactor for 10 min. Upon completion the organic layer was separated and the aqueous layer was extracted with EtOAc. The combined organics were concentrated in vacuo. A portion of th... Reactants: CC(=O)Nc1ccccc1C1CCNCC1, O=C([O-])CC(O)(CC(=O)[O-])C(=O)[O-], CN(CC(CC=O)c1ccc(Cl)c(Cl)c1)C(=O)c1cc(C#N)cc2ccccc12, Cl. Yields the product CC(=O)Nc1ccccc1C1CCN(CCC(CN(C)C(=O)c2cc(C#N)cc3ccccc23)c2ccc(Cl)c(Cl)c2)CC1, O=C(O)CC(O)(CC(=O)O)C(=O)O. Reaction SMILES: [C:2]([CH3:3])(=[O:4])[NH:5][c:6]1[c:7]([CH:12]2[CH2:13][CH2:14][NH:15][CH2:16][CH2:17]2)[cH:8][cH:9][cH:10][cH:11]1.[C:47]([CH2:48][C:49]([OH:50])([C:51](=[O:52])[O-:53])[CH2:54][C:55](=[O:56])[O-:57])(=[O:58])[O-:59].[Cl:18][c:19]1[cH:20][c:21]([CH:26]([CH2:27][N:28]([C:29](=[O:30])[c:31]2[cH:32][c:33]([C:41]#[N:42])[cH:34][c:35]3[cH:36][cH:37][cH:38][cH:39][c:40]23)[CH3:43])[CH2:44][CH:45]=[O:46])[cH:22][cH:23][c:24]1[Cl:25].[ClH:1]>>[C:2]([CH3:3])(=[O:4])[NH:5][c:6]1[c:7]([CH:12]2[CH2:13][CH2:14][N:15]([CH2:45][CH2:44][CH:26]([c:21]3[cH:20][c:19]([Cl:18])[c:24]([Cl:25])[cH:23][cH:22]3)[CH2:27][N:28]([C:29](=[O:30])[c:31]3[cH:32][c:33]([C:41]#[N:42])[cH:34][c:35]4[cH:36][cH:37][cH:38][cH:39][c:40]34)[CH3:43])[CH2:16][CH2:17]2)[cH:8][cH:9][cH:10][cH:11]1.[C:47]([CH2:48][C:49]([OH:50])([C:51](=[O:52])[OH:53])[CH2:54][C:55](=[O:56])[OH:57])(=[O:58])[OH:59].